From a dataset of the Open Reaction Database (ORD), a public repository of structured organic reaction records. describe an organic reaction: reactants, conditions, products, and yield Reactants: FC1=C(C=CC=C1F)/C/1=C/C=2C(=NC=CC2)C(CC1)O[Si](C(C)C)(C(C)C)C(C)C ((E)-6-(2,3-difluorophenyl)-9-(triisopropylsilyloxy)-8,9-dihydro-7H-cyclohepta[b]pyridine), CCCC[N+](CCCC)(CCCC)CCCC.[F-] (TBAF). Solvent: C1CCOC1 (THF). Reaction conditions: time 1 hour. The product is FC1=C(C=CC=C1F)/C/1=C/C=2C(=NC=CC2)C(CC1)O ((E)-6-(2,3-difluorophenyl)-8,9-dihydro-7H-cyclohepta[b]pyridin-9-ol). RXN SMILES: [F:1][C:2]1[C:7]([F:8])=[CH:6][CH:5]=[CH:4][C:3]=1[C:9]1=[CH:10][C:11]2[C:12]([CH:17]([O:20][Si](C(C)C)(C(C)C)C(C)C)[CH2:18][CH2:19]1)=[N:13][CH:14]=[CH:15][CH:16]=2.CCCC[N+](CCCC)(CCCC)CCCC.[F-]>C1COCC1>[F:1][C:2]1[C:7]([F:8])=[CH:6][CH:5]=[CH:4][C:3]=1[C:9]1=[CH:10][C:11]2[C:12]([CH:17]([OH:20])[CH2:18][CH2:19]1)=[N:13][CH:14]=[CH:15][CH:16]=2 |f:1.2|. Reported procedure: The mixture of (E)-6-(2,3-difluorophenyl)-9-(triisopropylsilyloxy)-8,9-dihydro-7H-cyclohepta[b]pyridine (1.6072 g, 3.74 mmol) and TBAF (7.48 mL, 7.48 mmol) in THF (10 mL) was stirred at room temperature for 1 hour. LCMS showed no more starting material and conversion of the desired product. The solvent was removed via vacuum. The reaction was purified by flash column eluted with ethyl acetate in hexane from 0 to 35% to 50% to afford the desired product as a white solid (0.825 g, 81%). All analyt... The reactants are N1=CC(=CC=C1)C1=NN(C=C1)CCCCN1C(C2=CC=CC=C2C1=O)=O (2-[4-[3-(3-pyridinyl)-1H-pyrazol-1-yl]butyl]-1H -isoindole-1,3(2H)-dione), O.NN (hydrazine hydrate). The solvent is C(C)O (ethanol). The product is N1=CC(=CC=C1)C1=NN(C=C1)CCCCN (3-(3-pyridinyl)-1H-pyrazole-1-butanamine). Isolated yield 68.9%. Reaction SMILES: O.NN.[N:4]1[CH:9]=[CH:8][CH:7]=[C:6]([C:10]2[CH:14]=[CH:13][N:12]([CH2:15][CH2:16][CH2:17][CH2:18][N:19]3C(=O)C4C(=CC=CC=4)C3=O)[N:11]=2)[CH:5]=1>C(O)C>[N:4]1[CH:9]=[CH:8][CH:7]=[C:6]([C:10]2[CH:14]=[CH:13][N:12]([CH2:15][CH2:16][CH2:17][CH2:18][NH2:19])[N:11]=2)[CH:5]=1 |f:0.1|. Procedure details: 7 ml of hydrazine hydrate is added to a suspension containing 450 ml of ethanol and 22.33 g of the product of Stage A. The reaction medium is taken to reflux for 15 hours. The ethanol is evaporated off, the reaction mixture is agitated with 200 ml of ethyl acetate, washed with salt water, dried, filtered and concentrated. In this way 9.60 g of sought product is obtained. Reactants: CCOC(=O)c1cn2[nH]cc(C#N)c(=O)c2c1C, O=P(Cl)(Cl)Cl. The product is CCOC(=O)c1cn2ncc(C#N)c(Cl)c2c1C. Reaction SMILES: [CH2:1]([CH3:2])[O:3][C:4](=[O:5])[c:6]1[c:7]([CH3:18])[c:8]2[n:9]([nH:10][cH:11][c:12]([C:15]#[N:16])[c:13]2=[O:14])[cH:17]1.[P:19]([Cl:20])([Cl:21])([Cl:22])=[O:23]>>[CH2:1]([CH3:2])[O:3][C:4](=[O:5])[c:6]1[c:7]([CH3:18])[c:8]2[n:9]([n:10][cH:11][c:12]([C:15]#[N:16])[c:13]2[Cl:21])[cH:17]1. Reactants: [Na+], O=C([O-])O, O=Cc1ccc2c(n1)COC2=O, O, OCCO, Cc1ccc(S(=O)(=O)O)cc1, c1ccccc1. The product is O=C1OCc2nc(C3OCCO3)ccc21. RXN SMILES: [Na+:33].[O-:29][C:30]([OH:31])=[O:32].[O:1]=[C:2]1[O:3][CH2:4][c:5]2[n:6][c:7]([CH:11]=[O:12])[cH:8][cH:9][c:10]21.[OH2:17].[OH:13][CH2:14][CH2:15][OH:16].[c:18]1([CH3:19])[cH:20][cH:21][c:22]([S:23]([OH:24])(=[O:25])=[O:26])[cH:27][cH:28]1.[cH:34]1[cH:35][cH:36][cH:37][cH:38][cH:39]1>>[O:1]=[C:2]1[O:3][CH2:4][c:5]2[n:6][c:7]([CH:11]3[O:12][CH2:15][CH2:14][O:13]3)[cH:8][cH:9][c:10]21. Reactants: C1(CCCCC1)ON1C(C2=CC=CC=C2C1=O)=O (2-(cyclohexyloxy)-1H-isoindole-1,3(2H)-dione), NN (hydrazine), COC1=CC=C(C=C1)S(=O)(=O)Cl (4-methoxybenzenesulfonyl chloride), C(C)(C)N(CC)C(C)C (diisopropylethylamine). Solvent: C1CCOC1 (THF). Conditions: time 18 hour. Product: C1(CCCCC1)ONS(=O)(=O)C1=CC=C(C=C1)OC (N1-(cyclohexyloxy)-4-methoxy-1-benzenesulfonamide). Isolated yield 492.6%. RXN SMILES: [CH:1]1([O:7][N:8]2C(=O)C3C(=CC=CC=3)C2=O)[CH2:6][CH2:5][CH2:4][CH2:3][CH2:2]1.NN.[CH3:21][O:22][C:23]1[CH:28]=[CH:27][C:26]([S:29](Cl)(=[O:31])=[O:30])=[CH:25][CH:24]=1.C(N(C(C)C)CC)(C)C>C1COCC1>[CH:1]1([O:7][NH:8][S:29]([C:26]2[CH:25]=[CH:24][C:23]([O:22][CH3:21])=[CH:28][CH:27]=2)(=[O:31])=[O:30])[CH2:2][CH2:3][CH2:4][CH2:5][CH2:6]1. Procedure: 2-(cyclohexyloxy)-1H-isoindole-1,3(2H)-dione (1.8 mmol, 2.89 g) was combined with hydrazine (13.0 mmol, 0.41 mL) in anhydrous THF (20 mL) under nitrogen. The reaction immediately formed a white suspension and was allowed to stir at room temperature for 18 hours. The suspension was filtered directly into a flask containing 4-methoxybenzenesulfonyl chloride (10.6 mmol, 2.20 g) and diisopropylethylamine (14.2 mmol, 2.47 mL) was added. After stirring at room temperature for 24 hours, the reaction wa...